Dataset: the Open Reaction Database (ORD), a public repository of structured organic reaction records. Task: describe an organic reaction: reactants, conditions, products, and yield Reactants: C, CCOC(=O)CCCN1CC(C(=O)OCC)Oc2c(C=Cc3ccc(OCCCCc4ccccc4)cc3)cccc21, CCO, [H][H], [Pd]. The product is CCOC(=O)CCCN1CC(C(=O)OCC)Oc2c(CCc3ccc(OCCCCc4ccccc4)cc3)cccc21. Reaction SMILES: [C:48].[CH2:1]([CH3:2])[O:3][C:4]([CH2:5][CH2:6][CH2:7][N:8]1[CH2:9][CH:10]([C:37](=[O:38])[O:39][CH2:40][CH3:41])[O:11][c:12]2[c:13]1[cH:14][cH:15][cH:16][c:17]2[CH:18]=[CH:19][c:20]1[cH:21][cH:22][c:23]([O:26][CH2:27][CH2:28][CH2:29][CH2:30][c:31]2[cH:32][cH:33][cH:34][cH:35][cH:36]2)[cH:24][cH:25]1)=[O:42].[CH3:45][CH2:46][OH:47].[H:43][H:44].[Pd:49]>>[CH2:1]([CH3:2])[O:3][C:4]([CH2:5][CH2:6][CH2:7][N:8]1[CH2:9][CH:10]([C:37](=[O:38])[O:39][CH2:40][CH3:41])[O:11][c:12]2[c:13]1[cH:14][cH:15][cH:16][c:17]2[CH2:18][CH2:19][c:20]1[cH:21][cH:22][c:23]([O:26][CH2:27][CH2:28][CH2:29][CH2:30][c:31]2[cH:32][cH:33][cH:34][cH:35][cH:36]2)[cH:24][cH:25]1)=[O:42]. Starting materials: CC(C)(C)[Si](C)(C)OCCCBr, CN(C)C=O, Cc1nc2c3c(c(C(=O)N(C)C)cc2[nH]1)CCC(c1ccc(F)cc1)O3, [H-], [Na+]. Product: Cc1nc2cc(C(=O)N(C)C)c3c(c2n1CCCO[Si](C)(C)C(C)(C)C)OC(c1ccc(F)cc1)CC3. As a reaction SMILES: [Br:29][CH2:30][CH2:31][CH2:32][O:33][Si:34]([CH3:35])([CH3:36])[C:37]([CH3:38])([CH3:39])[CH3:40].[CH3:41][N:42]([CH3:43])[CH:44]=[O:45].[F:1][c:2]1[cH:3][cH:4][c:5]([CH:8]2[O:9][c:10]3[c:11]([c:14]([C:22](=[O:23])[N:24]([CH3:25])[CH3:26])[cH:15][c:16]4[nH:17][c:18]([CH3:21])[n:19][c:20]34)[CH2:12][CH2:13]2)[cH:6][cH:7]1.[H-:27].[Na+:28]>>[F:1][c:2]1[cH:3][cH:4][c:5]([CH:8]2[O:9][c:10]3[c:11]([c:14]([C:22](=[O:23])[N:24]([CH3:25])[CH3:26])[cH:15][c:16]4[n:17][c:18]([CH3:21])[n:19]([CH2:30][CH2:31][CH2:32][O:33][Si:34]([CH3:35])([CH3:36])[C:37]([CH3:38])([CH3:39])[CH3:40])[c:20]34)[CH2:12][CH2:13]2)[cH:6][cH:7]1. Solvent: CN1CCCC1=O (NMP). Reported procedure: To a pressure-resistant reaction container, (2-chloro-6-trifluoromethylpyridin-3-yl)-methylamine (2.60 g), copper (II) acetylacetone (0.64 g), acetylacetone (1.23 g), cesium carbonate (7.99 g), NMP (10 ml), and 28% of aqueous ammonia (7 ml) were added, and stirred at 140° C. for 8 hours. After the mixture was allowed to cool to room temperature, saturated aqueous ammonium chloride solution was poured thereinto, and extracted with ethyl acetate. The organic layer was dried over sodium sulfate, an... Yields the product CNC=1C(=NC(=CC1)C(F)(F)F)N (N3-methyl-6-trifluoromethylpyridin-2,3-diamine). Reactants: ClC1=NC(=CC=C1NC)C(F)(F)F ((2-chloro-6-trifluoromethylpyridin-3-yl)-methylamine), C(C)(=O)CC(C)=O (acetylacetone), C([O-])([O-])=O.[Cs+].[Cs+] (cesium carbonate), N (ammonia), [Cl-].[NH4+] (ammonium chloride). Reaction SMILES: Cl[C:2]1[C:7]([NH:8][CH3:9])=[CH:6][CH:5]=[C:4]([C:10]([F:13])([F:12])[F:11])[N:3]=1.C(CC(=O)C)(=O)C.C(=O)([O-])[O-].[Cs+].[Cs+].[NH3:27].[Cl-].[NH4+]>C(CC(=O)C)(=O)C.[Cu+2].CN1C(=O)CCC1>[CH3:9][NH:8][C:7]1[C:2]([NH2:27])=[N:3][C:4]([C:10]([F:13])([F:12])[F:11])=[CH:5][CH:6]=1 |f:2.3.4,6.7,8.9|. The reagents and catalysts are C(C)(=O)CC(C)=O.[Cu+2] (copper (II) acetylacetone). Run at temperature 140 celsius, time 8 hour. The reactants are [N+](=O)([O-])C1=CC=C(C=C1)C#CC=1C=C2/C(/C(NC2=CC1)=O)=C/C=1NC=CC1 ((Z)-1,3-dihydro-5-(4-nitrophenyl)ethynyl-3-[(1H-pyrrol-2-yl)methylene]-2H-indol-2-one), O (water), [Cl-].[NH4+] (ammonium chloride). Reagents/catalysts: [Zn] (zinc). Run in CO (methanol), C1CCOC1 (THF). The product is NC1=CC=C(C=C1)C#CC=1C=C2/C(/C(NC2=CC1)=O)=C/C=1NC=CC1 ((Z)-5-(4-aminophenyl)ethynyl-1,3-dihydro-3-[(1H-pyrrol-2-yl)methylene]-2H-indol-2-one). Reaction SMILES: [N+:1]([C:4]1[CH:9]=[CH:8][C:7]([C:10]#[C:11][C:12]2[CH:13]=[C:14]3[C:18](=[CH:19][CH:20]=2)[NH:17][C:16](=[O:21])/[C:15]/3=[CH:22]\[C:23]2[NH:24][CH:25]=[CH:26][CH:27]=2)=[CH:6][CH:5]=1)([O-])=O.O.[Cl-].[NH4+]>CO.C1COCC1.[Zn]>[NH2:1][C:4]1[CH:9]=[CH:8][C:7]([C:10]#[C:11][C:12]2[CH:13]=[C:14]3[C:18](=[CH:19][CH:20]=2)[NH:17][C:16](=[O:21])/[C:15]/3=[CH:22]\[C:23]2[NH:24][CH:25]=[CH:26][CH:27]=2)=[CH:6][CH:5]=1 |f:2.3|. Procedure: To a solution of (Z)-1,3-dihydro-5-(4-nitrophenyl)ethynyl-3-[(1H-pyrrol-2-yl)methylene]-2H-indol-2-one (45 mg, 0.13 mmol) (from Example 89) in 1 mL of a 10% water in methanol solution and 0.5 mL THF was added zinc dust (145 mg, 2.21 0 mmol) followed by ammonium chloride (25 mg, 0.47 mmol). The reaction was heated at gentle reflux for 4 hours, at which time the reaction mixture was filtered through a pad of Celite® (Fisher Scientific) and rinsed thoroughly with ethyl acetate. The resulting soluti... The reactants are C(C)(=O)O (acetic acid), [OH-].[K+] (Potassium hydroxide), C[C@]12CC[C@@H]3C=4C=CC(=CC4CC[C@H]3[C@@H]1CCC2=O)O (estrone), C(#N)C1=CC=C(C=O)C=C1 (4-cyano-benzaldehyde). The solvent is O (water), C(C)O (ethanol). Reaction conditions: time 4 hour. Yields the product OC=1C=CC=2C3CCC4(C(C(CC4C3CCC2C1)=CC1=CC=C(C#N)C=C1)=O)C (4-(3-Hydroxy-13-methyl-17-oxo-6,7,8,9,11,12,13,14,15,17-decahydro-cyclopenta[a]phenanthren-16ylidenemethyl)-benzonitrile). Reaction SMILES: [OH-].[K+].[CH3:3][C@@:4]12[C:20](=[O:21])[CH2:19][CH2:18][C@H:17]1[C@H:16]1[C@@H:7]([C:8]3[CH:9]=[CH:10][C:11]([OH:22])=[CH:12][C:13]=3[CH2:14][CH2:15]1)[CH2:6][CH2:5]2.[C:23]([C:25]1[CH:32]=[CH:31][C:28]([CH:29]=O)=[CH:27][CH:26]=1)#[N:24].C(O)(=O)C>C(O)C.O>[OH:22][C:11]1[CH:10]=[CH:9][C:8]2[CH:7]3[CH:16]([CH2:15][CH2:14][C:13]=2[CH:12]=1)[CH:17]1[C:4]([CH3:3])([C:20](=[O:21])[C:19](=[CH:29][C:28]2[CH:31]=[CH:32][C:25]([C:23]#[N:24])=[CH:26][CH:27]=2)[CH2:18]1)[CH2:5][CH2:6]3 |f:0.1|. Reported procedure: Potassium hydroxide (2.0 g) was added to a suspension of estrone (1:352 g, 5.0 mmol) and 4-cyano-benzaldehyde (655 mg, 5.0 mmol) in ethanol (40 mL). The resulting orange solution was stirred for 4 hours at room temperature, then acetic acid (5 mL) and water (5 ml) were added (colour changes to yellow). The product precipitated and was filtered off, washed with water (50 mL), ethanol (50 mL) and diethyl ether (50 mL) and dried under high vacuum. Yield: 1.795 g (94%) pale yellow solid. 1H-NMR (DMS... The reactants are C(#C)C=1C(=NOC1C)C1=CC=CC=C1 (4-ethynyl-5-methyl-3-phenyl-isoxazole), NC1=NC(=CN=C1)Cl (2-amino-6-chloropyrazine). The product is CC1=C(C(=NO1)C1=CC=CC=C1)C#CC1=CN=CC(=N1)N (6-(5-Methyl-3-phenyl-isoxazol-4-ylethynyl)-pyrazin-2-ylamine). The yield is 34.0%. Reaction SMILES: [C:1]([C:3]1[C:4]([C:9]2[CH:14]=[CH:13][CH:12]=[CH:11][CH:10]=2)=[N:5][O:6][C:7]=1[CH3:8])#[CH:2].[NH2:15][C:16]1[CH:21]=[N:20][CH:19]=[C:18](Cl)[N:17]=1>>[CH3:8][C:7]1[O:6][N:5]=[C:4]([C:9]2[CH:14]=[CH:13][CH:12]=[CH:11][CH:10]=2)[C:3]=1[C:1]#[C:2][C:18]1[N:17]=[C:16]([NH2:15])[CH:21]=[N:20][CH:19]=1. Reported procedure: As described for example 11c, 4-ethynyl-5-methyl-3-phenyl-isoxazole (92 mg, 0.50 mmol) was converted (using 2-amino-6-chloropyrazine instead of 2-chloro-4-iodopyridine) to the title compound (SiO2, heptane:ethyl acetate=95:5 to 0:100, 47 mg, 34%) which was obtained as a brown solid. MS: m/e=277.2 [M+H]+.